From a dataset of the Open Reaction Database (ORD), a public repository of structured organic reaction records. describe an organic reaction: reactants, conditions, products, and yield The reactants are COC1=NS(=O)(=O)N=C1NCCSCc1csc(CN(C)C)n1, [Na+], [OH-]. Product: CN(C)Cc1nc(CSCCNC2=NS(=O)(=O)N=C2O)cs1. Reaction SMILES: [CH3:1][N:2]([CH3:3])[CH2:4][c:5]1[s:6][cH:7][c:8]([CH2:10][S:11][CH2:12][CH2:13][NH:14][C:15]2=[N:16][S:17](=[O:22])(=[O:23])[N:18]=[C:19]2[O:20][CH3:21])[n:9]1.[Na+:25].[OH-:24]>>[CH3:1][N:2]([CH3:3])[CH2:4][c:5]1[s:6][cH:7][c:8]([CH2:10][S:11][CH2:12][CH2:13][NH:14][C:15]2=[N:16][S:17](=[O:22])(=[O:23])[N:18]=[C:19]2[OH:20])[n:9]1. Reactants: CC(C)N, CC(C)O, CC1(C)OC2C(C(=O)O)OC(n3cnc4c(Cl)ncnc43)C2O1. Yields the product CC(C)Nc1ncnc2c1ncn2C1OC(C(=O)O)C2OC(C)(C)OC21. As a reaction SMILES: [CH:24]([CH3:25])([CH3:26])[NH2:27].[CH:28]([OH:29])([CH3:30])[CH3:31].[Cl:1][c:2]1[c:3]2[n:4][cH:5][n:6]([CH:11]3[O:12][CH:13]([C:21](=[O:22])[OH:23])[CH:14]4[CH:15]3[O:16][C:17]([CH3:19])([CH3:20])[O:18]4)[c:7]2[n:8][cH:9][n:10]1>>[c:2]1([NH:27][CH:24]([CH3:25])[CH3:26])[c:3]2[n:4][cH:5][n:6]([CH:11]3[O:12][CH:13]([C:21](=[O:22])[OH:23])[CH:14]4[CH:15]3[O:16][C:17]([CH3:19])([CH3:20])[O:18]4)[c:7]2[n:8][cH:9][n:10]1.